From a dataset of the Open Reaction Database (ORD), a public repository of structured organic reaction records. describe an organic reaction: reactants, conditions, products, and yield RXN SMILES: [NH:1]1[CH:5]=[C:4]([C:6]2[CH:22]=[CH:21][C:9]3[C:10]4[N:11]=[C:12]([C:18](O)=[O:19])[S:13][C:14]=4[CH2:15][CH2:16][O:17][C:8]=3[CH:7]=2)[CH:3]=[N:2]1.[NH:23]1[CH2:27][CH2:26][C@@H:25]([N:28]2[CH2:33][CH2:32][O:31][CH2:30][CH2:29]2)[CH2:24]1>>[N:28]1([C@@H:25]2[CH2:26][CH2:27][N:23]([C:18]([C:12]3[S:13][C:14]4[CH2:15][CH2:16][O:17][C:8]5[CH:7]=[C:6]([C:4]6[CH:3]=[N:2][NH:1][CH:5]=6)[CH:22]=[CH:21][C:9]=5[C:10]=4[N:11]=3)=[O:19])[CH2:24]2)[CH2:33][CH2:32][O:31][CH2:30][CH2:29]1. Starting materials: N1N=CC(=C1)C1=CC2=C(C=3N=C(SC3CCO2)C(=O)O)C=C1 (8-(1H-Pyrazol-4-yl)-4,5-dihydro-6-oxa-3-thia-1-aza-benzo[e]azulene-2-carboxylic acid), N1C[C@@H](CC1)N1CCOCC1 ((R)-4-(pyrrolidin-3-yl)morpholine). Product: N1(CCOCC1)[C@H]1CN(CC1)C(=O)C=1SC=2CCOC3=C(C2N1)C=CC(=C3)C=3C=NNC3 (((R)-3-Morpholin-4-yl-pyrrolidin-1-yl)-[8-(1H-pyrazol-4-yl)-4,5-dihydro-6-oxa-3-thia-1-aza-benzo[e]azulen-2-yl]-methanone). Procedure: Following Example 216, to a well stirred solution of 8-(1H-Pyrazol-4-yl)-4,5-dihydro-6-oxa-3-thia-1-aza-benzo[e]azulene-2-carboxylic acid and (R)-4-(pyrrolidin-3-yl)morpholine to give 228. MS: (ESI+)=453.1 The reactants are ice water, C(C#C)[C@]12CCC(C=C1C(C[C@H]1[C@@H]3CCC([C@@]3(C)CC[C@H]21)=O)=C)=O (10β-(2-propynyl)-6-methylenestr-4-ene-3,17-dione), BrN1C(CCC1=O)=O (N-bromosuccinimide). Reagents/catalysts: [N+](=O)([O-])[O-].[Ag+] (silver nitrate). Solvent: CC(=O)C (acetone). Conditions: time 4 hour. Product: BrC#CC[C@]12CCC(C=C1C(C[C@H]1[C@@H]3CCC([C@@]3(C)CC[C@H]21)=O)=C)=O (10β-(3-bromo-2-propynyl)-6-methylenestr-4-ene-3,17-dione). Yield: 60.3%. RXN SMILES: [CH2:1]([C@@:4]12[C@@H:21]3[C@H:12]([C@H:13]4[C@@:17]([CH2:19][CH2:20]3)([CH3:18])[C:16](=[O:22])[CH2:15][CH2:14]4)[CH2:11][C:10](=[CH2:23])[C:9]1=[CH:8][C:7](=[O:24])[CH2:6][CH2:5]2)[C:2]#[CH:3].[Br:25]N1C(=O)CCC1=O>CC(C)=O.[N+]([O-])([O-])=O.[Ag+]>[Br:25][C:3]#[C:2][CH2:1][C@@:4]12[C@@H:21]3[C@H:12]([C@H:13]4[C@@:17]([CH2:19][CH2:20]3)([CH3:18])[C:16](=[O:22])[CH2:15][CH2:14]4)[CH2:11][C:10](=[CH2:23])[C:9]1=[CH:8][C:7](=[O:24])[CH2:6][CH2:5]2 |f:3.4|. Procedure: A solution of 484 mg of 10β-(2-propynyl)-6-methylenestr-4-ene-3,17-dione in 20 ml of acetone is treated at room temperature with 312 mg of N-bromosuccinimide and 25 mg of silver nitrate, and stirred 4 hours at room temperature in the dark. The mixture is poured with stirring into ice-water and the formed precipitate is filtered off and dissolved in ethyl acetate. The resulting solution is washed with water, dried, evaporated to dryness in vacuo, and the crude is purified by flash chromatography ... Reactants: S1C(=CC=C1)C(=N)N (thiophene-2-carboxamidine), ClC1=C(C=C(C#N)C#N)C=CC(=C1)Cl (2-(2,4-dichloro-benzylidene)-malononitrile). The product is NCC=1C(=NC(=NC1C1=C(C=C(C=C1)Cl)Cl)C=1SC=CC1)N (5-Aminomethyl-6-(2,4-dichloro-phenyl)-2-thiophen-2-yl-pyrimidin-4-ylamine). Reaction SMILES: [S:1]1[CH:5]=[CH:4][CH:3]=[C:2]1[C:6]([NH2:8])=[NH:7].[Cl:9][C:10]1[CH:21]=[C:20]([Cl:22])[CH:19]=[CH:18][C:11]=1[CH:12]=[C:13]([C:16]#[N:17])[C:14]#[N:15]>>[NH2:17][CH2:16][C:13]1[C:14]([NH2:15])=[N:7][C:6]([C:2]2[S:1][CH:5]=[CH:4][CH:3]=2)=[N:8][C:12]=1[C:11]1[CH:18]=[CH:19][C:20]([Cl:22])=[CH:21][C:10]=1[Cl:9]. Reported procedure: The title compound, MS: m/e=351.2 (M+H+), was prepared from thiophene-2-carboxamidine and 2-(2,4-dichloro-benzylidene)-malononitrile in analogy to the process described in Example 11 as a solid. Starting materials: OC=1C=C(C=CC1)C1=C(C=NC2=C(C=CC=C12)C(F)(F)F)C(=O)C1=CC=CC=C1 ([4-(3-hydroxyphenyl)-8-(trifluoromethyl)quinolin-3-yl](phenyl)methanone), BrC1OC(C2=CC=CC=C12)=O (3-Bromo-3H-isobenzofuran-1-one). Yields the product C(C1=CC=CC=C1)(=O)C=1C=NC2=C(C=CC=C2C1C=1C=C(OC2OC(C3=C2C=CC=C3)=O)C=CC1)C(F)(F)F (3-{3-[3-BENZOYL-8-(TRIFLUOROMETHYL)QUINOLIN-4-YL]PHENOXY}-2-BENZOFURAN-1 (3H)-ONE). As a reaction SMILES: [OH:1][C:2]1[CH:3]=[C:4]([C:8]2[C:17]3[C:12](=[C:13]([C:18]([F:21])([F:20])[F:19])[CH:14]=[CH:15][CH:16]=3)[N:11]=[CH:10][C:9]=2[C:22]([C:24]2[CH:29]=[CH:28][CH:27]=[CH:26][CH:25]=2)=[O:23])[CH:5]=[CH:6][CH:7]=1.Br[CH:31]1[C:39]2[C:34](=[CH:35][CH:36]=[CH:37][CH:38]=2)[C:33](=[O:40])[O:32]1>>[C:22]([C:9]1[CH:10]=[N:11][C:12]2[C:17]([C:8]=1[C:4]1[CH:3]=[C:2]([CH:7]=[CH:6][CH:5]=1)[O:1][CH:31]1[C:39]3[CH:38]=[CH:37][CH:36]=[CH:35][C:34]=3[C:33](=[O:40])[O:32]1)=[CH:16][CH:15]=[CH:14][C:13]=2[C:18]([F:21])([F:19])[F:20])(=[O:23])[C:24]1[CH:25]=[CH:26][CH:27]=[CH:28][CH:29]=1. Procedure: The title compound was prepared from [4-(3-hydroxyphenyl)-8-(trifluoromethyl)quinolin-3-yl](phenyl)methanone and 3-Bromo-3H-isobenzofuran-1-one following the procedure of Example 478: MS (ESI) m/z 526; HRMS: calcd for C31H18F3NO4+H+, 526.12607; found (ESI, [M+H]+), 526.1287. Reactants: C1(=CC=CC=2CCCCC12)O (5,6,7,8-tetrahydro-1-naphthol), Cl.C(C1=CN=CC=C1)(=O)Cl (nicotinic acid chloride hydrochloride). The solvent is N1=CC=CC=C1 (pyridine). Conditions: temperature 30 celsius, time 24 hour. Product: C1(=CC=CC=2CCCCC12)OC(C1=CN=CC=C1)=O (5,6,7,8-Tetrahydro-1-naphthyl-nicotinate). Reaction SMILES: [C:1]1([OH:11])[C:10]2[CH2:9][CH2:8][CH2:7][CH2:6][C:5]=2[CH:4]=[CH:3][CH:2]=1.Cl.[C:13](Cl)(=[O:20])[C:14]1[CH:19]=[CH:18][CH:17]=[N:16][CH:15]=1>N1C=CC=CC=1>[C:1]1([O:11][C:13](=[O:20])[C:14]2[CH:19]=[CH:18][CH:17]=[N:16][CH:15]=2)[C:10]2[CH2:9][CH2:8][CH2:7][CH2:6][C:5]=2[CH:4]=[CH:3][CH:2]=1 |f:1.2|. Procedure: 7 g (47 mmol) of 5,6,7,8-tetrahydro-1-naphthol and 9 g (50 mmol) of nicotinic acid chloride hydrochloride was mixed with 130 ml of dry pyridine and stirred for 24 hours at 30° C. After cooling precipitated pyridine hydrochloride was sucked off, and the filtrate mixed with 300 ml of water. The precipitated raw product was washed with two 200 ml portions of water and recrystallized from methanol. The reactants are CCCC(C)Oc1nc(N)c2nc(OC)n(CCC3CCCN(CC)C3)c2n1, CCCCNc1nc(N)c2nc(OC)n(CCCCC3CCNCC3)c2n1, CCI. Yields the product CCCCNc1nc(N)c2nc(OC)n(CCCCC3CCN(CC)CC3)c2n1. Reaction SMILES: [CH2:1]([CH3:2])[N:3]1[CH2:4][CH2:5][CH2:6][CH:7]([CH2:8][CH2:9][n:10]2[c:11]([O:12][CH3:13])[n:14][c:15]3[c:16]2[n:17][c:18]([O:19][CH:20]([CH3:21])[CH2:22][CH2:23][CH3:24])[n:25][c:26]3[NH2:27])[CH2:28]1.[CH2:29]([CH2:30][CH2:31][CH3:32])[NH:33][c:34]1[n:35][c:36]([NH2:55])[c:37]2[n:38][c:39]([O:53][CH3:54])[n:40]([CH2:43][CH2:44][CH2:45][CH2:46][CH:47]3[CH2:48][CH2:49][NH:50][CH2:51][CH2:52]3)[c:41]2[n:42]1.[I:56][CH2:57][CH3:58]>>[CH2:1]([CH3:2])[N:50]1[CH2:49][CH2:48][CH:47]([CH2:46][CH2:45][CH2:44][CH2:43][n:40]2[c:39]([O:53][CH3:54])[n:38][c:37]3[c:36]([NH2:55])[n:35][c:34]([NH:33][CH2:29][CH2:30][CH2:31][CH3:32])[n:42][c:41]32)[CH2:52][CH2:51]1. Starting materials: O=C(CCS[Sn](CCCC)(CCCC)CCCC)C ((3-Oxo-1-butylthio)tri-n-butyltin), sulphone, [Sn]=O (tin oxide), S1C(=CC=C1)CC(=O)O (thiolacetic acid), CS(=O)(=O)C=C (methylvinylsulphone). Product: CS(=O)(=O)CCS[Sn](CCCC)(CCCC)CCCC ((2-Methanesulphonyl-1-ethylthio)tri-n-butyltin). The yield is 41.0%. Reaction SMILES: O=C(C)[CH2:3][CH2:4][S:5][Sn:6]([CH2:15][CH2:16][CH2:17][CH3:18])([CH2:11][CH2:12][CH2:13][CH3:14])[CH2:7][CH2:8][CH2:9][CH3:10].S1C=CC=C1CC(O)=O.[CH3:29][S:30](C=C)(=[O:32])=[O:31].[Sn]=O>>[CH3:29][S:30]([CH2:3][CH2:4][S:5][Sn:6]([CH2:15][CH2:16][CH2:17][CH3:18])([CH2:11][CH2:12][CH2:13][CH3:14])[CH2:7][CH2:8][CH2:9][CH3:10])(=[O:32])=[O:31]. Reported procedure: This compound was prepared analogously to (5), starting from thiolacetic acid and methylvinylsulphone, leading to the intermediate sulphone (47%), treating subsequently with the tin oxide to give the required product (6) (41%). All spectroscopic and analytical data were consistent with the proposed structures.